Dataset: the Open Reaction Database (ORD), a public repository of structured organic reaction records. Task: describe an organic reaction: reactants, conditions, products, and yield Reactants: BrC(Br)(Br)Br, ClCCl, OCc1cc2cccc(F)c2o1, c1ccc(P(c2ccccc2)c2ccccc2)cc1. Product: Fc1cccc2cc(CBr)oc12. As a reaction SMILES: [Br:13][C:14]([Br:15])([Br:16])[Br:17].[Cl:37][CH2:38][Cl:39].[F:1][c:2]1[cH:3][cH:4][cH:5][c:6]2[cH:7][c:8]([CH2:11][OH:12])[o:9][c:10]12.[c:18]1([P:19]([c:20]2[cH:21][cH:22][cH:23][cH:24][cH:25]2)[c:26]2[cH:27][cH:28][cH:29][cH:30][cH:31]2)[cH:32][cH:33][cH:34][cH:35][cH:36]1>>[F:1][c:2]1[cH:3][cH:4][cH:5][c:6]2[cH:7][c:8]([CH2:11][Br:13])[o:9][c:10]12. Starting materials: COc1ccc(CBr)c(CBr)c1, CC[N+](CC)(CC)Cc1ccccc1, CCOC(C)=O, [Cl-], NCc1ccccc1, [Na+], [OH-]. Yields the product COc1ccc2c(c1)CN(Cc1ccccc1)C2. RXN SMILES: [Br:1][CH2:2][c:3]1[c:4]([CH2:11][Br:12])[cH:5][c:6]([O:9][CH3:10])[cH:7][cH:8]1.[CH2:24]([N+:25]([CH2:26][CH3:27])([CH2:28][CH3:29])[CH2:30][CH3:31])[c:32]1[cH:33][cH:34][cH:35][cH:36][cH:37]1.[CH3:38][CH2:39][O:40][C:41](=[O:42])[CH3:43].[Cl-:23].[NH2:15][CH2:16][c:17]1[cH:18][cH:19][cH:20][cH:21][cH:22]1.[Na+:14].[OH-:13]>>[CH2:2]1[c:3]2[c:4]([cH:5][c:6]([O:9][CH3:10])[cH:7][cH:8]2)[CH2:11][N:15]1[CH2:16][c:17]1[cH:18][cH:19][cH:20][cH:21][cH:22]1. Reactants: ClC1=NC(=C2C(=N1)N(N=C2)C)NC2=CC(=C(C=C2)OC)OC ((6-Chloro-1-methyl-1H-pyrazolo[3,4-d]pyrimidin-4-yl)-(3,4-dimethoxy-phenyl)-amine), N1N=C(C2=CC=CC=C12)B1OC(C)(C)C(C)(C)O1 (indazole boronic acid pinacol ester). Solvent: O (water). Yields the product COC=1C=C(C=CC1OC)NC1=C2C(=NC(=N1)C1=C3C=NNC3=CC=C1)N(N=C2)C (N-(3,4-dimethoxyphenyl)-6-(1H-indazol-4-yl)-1-methyl-1H-pyrazolo[3,4-d]pyrimidin-4-amine). RXN SMILES: Cl[C:2]1[N:7]=[C:6]2[N:8]([CH3:11])[N:9]=[CH:10][C:5]2=[C:4]([NH:12][C:13]2[CH:18]=[CH:17][C:16]([O:19][CH3:20])=[C:15]([O:21][CH3:22])[CH:14]=2)[N:3]=1.[NH:23]1[C:31]2[C:26](=[CH:27][CH:28]=[CH:29][CH:30]=2)[C:25](B2OC(C)(C)C(C)(C)O2)=[N:24]1>O>[CH3:22][O:21][C:15]1[CH:14]=[C:13]([NH:12][C:4]2[N:3]=[C:2]([C:27]3[CH:28]=[CH:29][CH:30]=[C:31]4[C:26]=3[CH:25]=[N:24][NH:23]4)[N:7]=[C:6]3[N:8]([CH3:11])[N:9]=[CH:10][C:5]=23)[CH:18]=[CH:17][C:16]=1[O:19][CH3:20]. Procedure details: (6-Chloro-1-methyl-1H-pyrazolo[3,4-d]pyrimidin-4-yl)-(3,4-dimethoxy-phenyl)-amine was reacted with indazole boronic acid pinacol ester in General Procedure A. Addition of water gave a solid which was purified by preparative HPLC to give 132. NMR: (CDCl3): 3.81 (s, 3H, CH3), 3.89 (s, H, ArH), 4.07 (s, 3H, CH3), 6.88 (d, H, ArH, J=8.52 Hz), 7.00 (dd, H, ArH, J=2.41 Hz, 8.46 Hz), 7.15-7.18 (m, 2H, 2×ArH), 7.43-7.47 (m, H, ArH), 7.54-7.56 (m, H, ArH), 8.33 (d, H, ArH, J=7.26 Hz), 9.08 (s, H, ArH), 1... The reactants are NC1=NN2C(C=CC(=C2)OC=2C=C(C=CC2)NC(C2=CC(=CC=C2)C(C)(C)C#N)=O)=N1 (N-{3-[(2-amino[1,2,4]triazolo[1,5-a]pyridin-6-yl)oxy]phenyl}-3-(1-cyano-1-methylethyl)benzamide), C(C)(=O)OCC(=O)Cl (2-chloro-2-oxoethyl acetate), O (Water), C([O-])([O-])=O.[K+].[K+] (Potassium carbonate). Run in N1=CC=CC=C1 (pyridine). Run at time 18 hour. Product: C(#N)C(C)(C)C=1C=C(C(=O)NC2=CC(=CC=C2)OC=2C=CC=3N(C2)N=C(N3)NC(CO)=O)C=CC1 (3-(1-cyano-1-methylethyl)-N-[3-({2-[(hydroxyacetyl)amino][1,2,4]triazolo[1,5-a]pyridin-6-yl}oxy)phenyl]benzamide). Yield: 56.0%. RXN SMILES: [NH2:1][C:2]1[N:31]=[C:5]2[CH:6]=[CH:7][C:8]([O:10][C:11]3[CH:12]=[C:13]([NH:17][C:18](=[O:30])[C:19]4[CH:24]=[CH:23][CH:22]=[C:21]([C:25]([C:28]#[N:29])([CH3:27])[CH3:26])[CH:20]=4)[CH:14]=[CH:15][CH:16]=3)=[CH:9][N:4]2[N:3]=1.C([O:35][CH2:36][C:37](Cl)=[O:38])(=O)C.C(=O)([O-])[O-].[K+].[K+].O>N1C=CC=CC=1>[C:28]([C:25]([C:21]1[CH:20]=[C:19]([CH:24]=[CH:23][CH:22]=1)[C:18]([NH:17][C:13]1[CH:14]=[CH:15][CH:16]=[C:11]([O:10][C:8]2[CH:7]=[CH:6][C:5]3[N:4]([N:3]=[C:2]([NH:1][C:36](=[O:35])[CH2:37][OH:38])[N:31]=3)[CH:9]=2)[CH:12]=1)=[O:30])([CH3:27])[CH3:26])#[N:29] |f:2.3.4|. Reported procedure: To a solution of N-{3-[(2-amino[1,2,4]triazolo[1,5-a]pyridin-6-yl)oxy]phenyl}-3-(1-cyano-1-methylethyl)benzamide (219 mg, 0.531 mmol) in pyridine (10 mL) was added 2-chloro-2-oxoethyl acetate (171 μL, 1.59 mmol), and the mixture was stirred at room temperature for 18 hr. The reaction solution was concentrated under reduced pressure, and the residue was dissolved in methanol (10 mL). Potassium carbonate (147 mg, 1.06 mmol) was added thereto, and the mixture was stirred at room temperature for 19 ... Starting materials: F[B-](F)(F)c1cncnc1.[K+] (effective_coupling_partner), CC(C)(C)C(=O)Oc1cccc2ccccc12 (substrate). The reagents and catalysts are PCy3. Run at temperature 110 celsius, time 4 hour. The product is c3ccc2c(c1cncnc1)cccc2c3. Starting materials: olefin, ClN1C(CCC1=O)=O (N-chlorosuccinimide), C1(=CC=CC=C1)[Se][Se]C1=CC=CC=C1 (diphenyl diselenide), C1(C=2C(C(N1)=O)=CC=CC2)=O.[K] (potassium phthalimide), O (water). Run in CN(C)C=O (DMF). Reaction conditions: temperature 90 celsius. Yields the product O1C(=CC=C1)C(=CN1C(C=2C(C1=O)=CC=CC2)=O)C (N-2-(2-Furanyl)propenylphthalimide). The yield is 299.9%. Reaction SMILES: ClN1[C:6](=O)[CH2:5][CH2:4][C:3]1=[O:8].[C:9]1([Se][Se]C2C=CC=CC=2)[CH:14]=CC=C[CH:10]=1.[C:23]1(=[O:33])[NH:27][C:26](=[O:28])[C:25]2=[CH:29][CH:30]=[CH:31][CH:32]=[C:24]12.[K].O>CN(C=O)C>[O:8]1[CH:3]=[CH:4][CH:5]=[C:6]1[C:9]([CH3:14])=[CH:10][N:27]1[C:23](=[O:33])[C:24]2=[CH:32][CH:31]=[CH:30][CH:29]=[C:25]2[C:26]1=[O:28] |f:2.3,^1:33|. Reported procedure: To a solution of 8.35 g (0.077 mole) of the olefin of Step A in 310 ml of DMF was added 12.37 g (0.093 mole) of N-chlorosuccinimide and 1.46 g (0.0047 mole) of diphenyl diselenide. After 3 hours at room temperature the mixture was partitioned between 500 ml of hexane and 1000 ml of 5% Na2S2O3. The hexane was distilled off at atmospheric pressure and the residue was dissolved in 200 ml of DMF, 9.49 g (0.051 mole) of potassium phthalimide was added and the mixture was warmed to 90° C. under N2. Af...